From a dataset of the Open Reaction Database (ORD), a public repository of structured organic reaction records. describe an organic reaction: reactants, conditions, products, and yield Starting materials: COC(C1=C(N=C(C=C1)C1=CC=C(C=C1)OC(F)(F)F)C)=O (2-methyl-6-(4-trifluoromethoxy-phenyl)-nicotinic acid methyl ester), CC(C)C[AlH]CC(C)C (DIBAL-H). Solvent: C1CCOC1 (THF). Product: CC1=NC(=CC=C1CO)C1=CC=C(C=C1)OC(F)(F)F ([2-Methyl-6-(4-trifluoromethoxy-phenyl)-pyridin-3-yl]-methanol). Reaction SMILES: C[O:2][C:3](=O)[C:4]1[CH:9]=[CH:8][C:7]([C:10]2[CH:15]=[CH:14][C:13]([O:16][C:17]([F:20])([F:19])[F:18])=[CH:12][CH:11]=2)=[N:6][C:5]=1[CH3:21].CC(C[AlH]CC(C)C)C>C1COCC1>[CH3:21][C:5]1[C:4]([CH2:3][OH:2])=[CH:9][CH:8]=[C:7]([C:10]2[CH:15]=[CH:14][C:13]([O:16][C:17]([F:19])([F:18])[F:20])=[CH:12][CH:11]=2)[N:6]=1. Procedure details: 1.54 g (4.95 mmol) of the above synthesized 2-methyl-6-(4-trifluoromethoxy-phenyl)-nicotinic acid methyl ester in 25 ml of abs. THF was cooled down to −20° C. and reacted with 14.84 ml of DIBAL-H-solution (1.0 M in toluene, 3 eq.) for 0.5 h. Careful quenching with ice/HCl dil., twofold extraction with AcOEt, washing with water, drying over sodium sulfate, and evaporation of the solvents left a crude product which was purified by flash chromatography (SiO2, hexane/AcOEt=1/1) to deliver finally 0.... Reactants: BrC=1C=CC(=NC1)OC (5-Bromo-2-methoxypyridine), CCOCC (ether), C(CCC)[Li] (n-butyl lithium), solution, C(C1=CC=CC=C1)OC=1C=CC(=C(C=O)C1)OC (5-benzyloxy-2-methoxybenzaldehyde). The solvent is O1CCCC1 (tetrahydrofuran), CCCCCC (hexane), O1CCCC1 (tetrahydrofuran). Run at time 5 minute. Yields the product C(C1=CC=CC=C1)OC=1C=CC(=C(C1)C(O)C=1C=NC(=CC1)OC)OC (1-(5-benzyloxy-2-methoxyphenyl)-1-(6-methoxy-3-pyridyl)methanol). Yield: 72.1%. RXN SMILES: Br[C:2]1[CH:3]=[CH:4][C:5]([O:8][CH3:9])=[N:6][CH:7]=1.CCOCC.C([Li])CCC.[CH2:20]([O:27][C:28]1[CH:29]=[CH:30][C:31]([O:36][CH3:37])=[C:32]([CH:35]=1)[CH:33]=[O:34])[C:21]1[CH:26]=[CH:25][CH:24]=[CH:23][CH:22]=1>O1CCCC1.CCCCCC>[CH2:20]([O:27][C:28]1[CH:29]=[CH:30][C:31]([O:36][CH3:37])=[C:32]([CH:33]([C:2]2[CH:7]=[N:6][C:5]([O:8][CH3:9])=[CH:4][CH:3]=2)[OH:34])[CH:35]=1)[C:21]1[CH:22]=[CH:23][CH:24]=[CH:25][CH:26]=1. Procedure: 5-Bromo-2-methoxypyridine (15.87 g) was dissolved in dry tetrahydrofuran (50 ml) and the solution cooled with mechanical stirring under nitrogen to -100° (ether/liquid nitrogen). A solution of n-butyl lithium in hexane (53 ml of a 1.6M solution) was added dropwise, maintaining the temperature below -90°; a white precipitate appeared. After 5 minutes, 5-benzyloxy-2-methoxybenzaldehyde (17.04 g) in dry tetrahydrofuran (150 ml) was added dropwise, maintaining the temperature below -95°. After the a... The reactants are ClC1=NC=2C=C3C(=CC2C=C1C=O)OCO3 (6-chloro-[1,3]dioxolo[4,5-g]quinoline-7-carbaldehyde), CNC (dimethylamine). The solvent is O1CCOCC1 (dioxane). Reaction conditions: temperature 160 celsius, time 45 minute. Yields the product CN(C1=NC=2C=C3C(=CC2C=C1C=O)OCO3)C (6-(Dimethylamino)-[1,3]dioxolo[4,5-g]quinoline-7-carbaldehyde). As a reaction SMILES: Cl[C:2]1[C:11]([CH:12]=[O:13])=[CH:10][C:9]2[CH:8]=[C:7]3[O:14][CH2:15][O:16][C:6]3=[CH:5][C:4]=2[N:3]=1.[CH3:17][NH:18][CH3:19]>O1CCOCC1>[CH3:17][N:18]([CH3:19])[C:2]1[C:11]([CH:12]=[O:13])=[CH:10][C:9]2[CH:8]=[C:7]3[O:14][CH2:15][O:16][C:6]3=[CH:5][C:4]=2[N:3]=1. Procedure: To a stirred solution of 6-chloro-[1,3]dioxolo[4,5-g]quinoline-7-carbaldehyde (1.0 g, 4.07 mmol) in dioxane (10 mL) in a 20 mL microwave vial equipped with a magnetic stirrer was added dimethylamine (40% in water, 5.1 mL, 40.7 mmol) and the reaction mixture was stirred for 45 min at 160° C. under microwave irradiation. After cooling to RT, the volatiles were removed at 40° C. under vacuum and the resulting yellow oil was taken back in water (30 mL). The precipitate formed was filtered through a ...